Dataset: the Open Reaction Database (ORD), a public repository of structured organic reaction records. Task: describe an organic reaction: reactants, conditions, products, and yield Starting materials: O=C1N(C(C2=CC=CC=C12)=O)CCCCCCCN(C(=O)C1=CC(=C(N1CC1=CC(=CC=C1)CO)C#CC(C1=CC=CC=C1)(C1=CC=CC=C1)O)/C=C/C(=O)OCC)CCCCCCCN1C(C2=CC=CC=C2C1=O)=O ((E)-Ethyl 3-(5-(bis(7-(1,3-dioxoisoindolin-2-yl)heptyl)carbamoyl)-2-(3-hydroxy-3,3-diphenylprop-1-ynyl)-1-(3-(hydroxymethyl)benzyl)-1H-pyrrol-3-yl)acrylate). The reagents and catalysts are [Pd] (Pd—C). Solvent: CCOC(=O)C (EtOAc). The product is O=C1N(C(C2=CC=CC=C12)=O)CCCCCCCN(C(=O)C1=CC(=C(N1CC1=CC(=CC=C1)CO)CCC(C1=CC=CC=C1)(C1=CC=CC=C1)O)CCC(=O)OCC)CCCCCCCN1C(C2=CC=CC=C2C1=O)=O (Ethyl 3-(5-(bis(7-(1,3-dioxoisoindolin-2-yl)heptyl)carbamoyl)-2-(3-hydroxy-3,3-diphenylpropyl)-1-(3-(hydroxymethyl)benzyl)-1H-pyrrol-3-yl)propanoate). Isolated yield 99.4%. RXN SMILES: [O:1]=[C:2]1[C:10]2[C:5](=[CH:6][CH:7]=[CH:8][CH:9]=2)[C:4](=[O:11])[N:3]1[CH2:12][CH2:13][CH2:14][CH2:15][CH2:16][CH2:17][CH2:18][N:19]([CH2:59][CH2:60][CH2:61][CH2:62][CH2:63][CH2:64][CH2:65][N:66]1[C:74](=[O:75])[C:73]2[C:68](=[CH:69][CH:70]=[CH:71][CH:72]=2)[C:67]1=[O:76])[C:20]([C:22]1[N:26]([CH2:27][C:28]2[CH:33]=[CH:32][CH:31]=[C:30]([CH2:34][OH:35])[CH:29]=2)[C:25]([C:36]#[C:37][C:38]([OH:51])([C:45]2[CH:50]=[CH:49][CH:48]=[CH:47][CH:46]=2)[C:39]2[CH:44]=[CH:43][CH:42]=[CH:41][CH:40]=2)=[C:24](/[CH:52]=[CH:53]/[C:54]([O:56][CH2:57][CH3:58])=[O:55])[CH:23]=1)=[O:21]>CCOC(C)=O.[Pd]>[O:1]=[C:2]1[C:10]2[C:5](=[CH:6][CH:7]=[CH:8][CH:9]=2)[C:4](=[O:11])[N:3]1[CH2:12][CH2:13][CH2:14][CH2:15][CH2:16][CH2:17][CH2:18][N:19]([CH2:59][CH2:60][CH2:61][CH2:62][CH2:63][CH2:64][CH2:65][N:66]1[C:67](=[O:76])[C:68]2[C:73](=[CH:72][CH:71]=[CH:70][CH:69]=2)[C:74]1=[O:75])[C:20]([C:22]1[N:26]([CH2:27][C:28]2[CH:33]=[CH:32][CH:31]=[C:30]([CH2:34][OH:35])[CH:29]=2)[C:25]([CH2:36][CH2:37][C:38]([OH:51])([C:39]2[CH:40]=[CH:41][CH:42]=[CH:43][CH:44]=2)[C:45]2[CH:46]=[CH:47][CH:48]=[CH:49][CH:50]=2)=[C:24]([CH2:52][CH2:53][C:54]([O:56][CH2:57][CH3:58])=[O:55])[CH:23]=1)=[O:21]. Reported procedure: The compound 6 (4 mg) obtained above was subsequently reduced by passing H2 through a stirred suspension in EtOAc (2 mL) and 10% Pd—C (4 mg) for 6 hours (or until the reaction completed by NMR). The catalyst was filtered off (Celite), the filtrate was evaporated in vacuo to give 4 mg of the title compound as a crude mixture; 1H NMR (400 MHz, CDCl3) δ 7.82 (m, 4H), 7.70 (m, 4H), 7.20-7.32 (m, 14H), 6.10 (s, 1H), 5.10 (s, 2H), 4.56 (s, 2H), 4.04 (m, 2H), 3.64 (m 4H), 3.25 (m, 4H), 2.09-2.62 (m, 8H... Product: OCC1=NC=CC(=C1)OCCCCOC (2-Hydroxymethyl-4-(4-Methoxybutoxy)Pyridine). Reaction conditions: temperature 100 celsius, time 1 hour. Procedure details: 5.06 g (0.024 mol) of 4-(4-methoxybutoxy)-2-methylpyridine 1-oxide was dissolved in 80 ml of acetic anhydride to obtain a solution. This solution was stirred at 100° C. for one hour, cooled and distilled to remove the solvent. 150 ml of 1N hydrochloric acid was added to the residue. The obtained mixture was stirred at 100° C. for one hour, cooled, neutralized with sodium hydrogencarbonate and extracted with 200 ml of chloroform twice. The extract was dried over magnesium sulfate and filtered. Th... Reaction SMILES: [CH3:1][O:2][CH2:3][CH2:4][CH2:5][CH2:6][O:7][C:8]1[CH:13]=[CH:12][N+:11]([O-])=[C:10]([CH3:15])[CH:9]=1.C(OC(=O)C)(=[O:18])C>>[OH:18][CH2:15][C:10]1[CH:9]=[C:8]([O:7][CH2:6][CH2:5][CH2:4][CH2:3][O:2][CH3:1])[CH:13]=[CH:12][N:11]=1. The reactants are COCCCCOC1=CC(=[N+](C=C1)[O-])C (4-(4-methoxybutoxy)-2-methylpyridine 1-oxide), C(C)(=O)OC(C)=O (acetic anhydride). Reactants: O=C([O-])[O-], N#Cc1ccccc1O, Cc1ccccc1, COC=C(C(=O)OC)c1ccccc1Oc1cc(Cl)ncn1, [K+], [K+]. Yields the product COC=C(C(=O)OC)c1ccccc1Oc1cc(Oc2ccccc2C#N)ncn1. RXN SMILES: [C:10](=[O:11])([O-:12])[O-:13].[C:1](#[N:2])[c:3]1[c:4]([OH:9])[cH:5][cH:6][cH:7][cH:8]1.[CH3:38][c:39]1[cH:40][cH:41][cH:42][cH:43][cH:44]1.[Cl:16][c:17]1[cH:18][c:19]([O:23][c:24]2[c:25]([C:30]([C:31](=[O:32])[O:33][CH3:34])=[CH:35][O:36][CH3:37])[cH:26][cH:27][cH:28][cH:29]2)[n:20][cH:21][n:22]1.[K+:14].[K+:15]>>[C:1](#[N:2])[c:3]1[c:4]([O:9][c:17]2[cH:18][c:19]([O:23][c:24]3[c:25]([C:30]([C:31](=[O:32])[O:33][CH3:34])=[CH:35][O:36][CH3:37])[cH:26][cH:27][cH:28][cH:29]3)[n:20][cH:21][n:22]2)[cH:5][cH:6][cH:7][cH:8]1. The reactants are C(C1=CC=CC=C1)OC1=C(C(=O)NC2=C(C(=O)OC(C)(C)C)C=CC(=C2)C2=CC=CC=C2)C=C(C=C1)OCCCN1CCN(CC1)C (tert-butyl 2-(2-(benzyloxy)-5-(3-(4-methylpiperazin-1-yl)propoxy)benzamido)-4-phenylbenzoate). The reagents and catalysts are [C].[Pd] (palladium-carbon), [C].[Pd] (palladium-carbon), [C].[Pd] (palladium-carbon), [C].[Pd] (palladium-carbon). Run in CO (methanol), C(Cl)(Cl)Cl (chloroform), C(Cl)(Cl)Cl (chloroform), CO (Methanol). Conditions: time 20 minute. Product: OC1=C(C(=O)NC2=C(C(=O)OC(C)(C)C)C=CC(=C2)C2=CC=CC=C2)C=C(C=C1)OCCCN1CCN(CC1)C (tert-butyl 2-(2-hydroxy-5-(3-(4-methylpiperazin-1-yl)propoxy)benzamido)-4-phenylbenzoate). Yield: 51.3%. RXN SMILES: C([O:8][C:9]1[CH:36]=[CH:35][C:34]([O:37][CH2:38][CH2:39][CH2:40][N:41]2[CH2:46][CH2:45][N:44]([CH3:47])[CH2:43][CH2:42]2)=[CH:33][C:10]=1[C:11]([NH:13][C:14]1[CH:26]=[C:25]([C:27]2[CH:32]=[CH:31][CH:30]=[CH:29][CH:28]=2)[CH:24]=[CH:23][C:15]=1[C:16]([O:18][C:19]([CH3:22])([CH3:21])[CH3:20])=[O:17])=[O:12])C1C=CC=CC=1>CO.C(Cl)(Cl)Cl.[C].[Pd]>[OH:8][C:9]1[CH:36]=[CH:35][C:34]([O:37][CH2:38][CH2:39][CH2:40][N:41]2[CH2:46][CH2:45][N:44]([CH3:47])[CH2:43][CH2:42]2)=[CH:33][C:10]=1[C:11]([NH:13][C:14]1[CH:26]=[C:25]([C:27]2[CH:28]=[CH:29][CH:30]=[CH:31][CH:32]=2)[CH:24]=[CH:23][C:15]=1[C:16]([O:18][C:19]([CH3:20])([CH3:22])[CH3:21])=[O:17])=[O:12] |f:3.4|. Reported procedure: To a solution mixture of the obtained tert-butyl 2-(2-(benzyloxy)-5-(3-(4-methylpiperazin-1-yl)propoxy)benzamido)-4-phenylbenzoate (0.059 g) in methanol (1.0 mL) and chloroform (1.0 mL), 10% palladium-carbon (0.023 g) was added, followed by stirring under a hydrogen atmosphere at room temperature for 1 hour and 20 minutes. To the reaction mixture, 10% palladium-carbon (0.058 g) was added, followed by stirring under a hydrogen atmosphere at room temperature for 3 hours. Methanol (2.0 mL), chlorof... The reactants are CC1=C(C(=O)O)C=CC(=C1SC)C(F)(F)F (2-methyl-3-(methylthio)-4-(trifluoromethyl)benzoic acid), OO (hydrogen peroxide). Run in C(C)(=O)O (acetic acid). Conditions: temperature 55 celsius. Product: CC1=C(C(=O)O)C=CC(=C1S(=O)C)C(F)(F)F (2-methyl-3-(methylsulfinyl)-4-(trifluoromethyl)benzoic acid). The yield is 93.9%. RXN SMILES: [CH3:1][C:2]1[C:10]([S:11][CH3:12])=[C:9]([C:13]([F:16])([F:15])[F:14])[CH:8]=[CH:7][C:3]=1[C:4]([OH:6])=[O:5].[OH:17]O>C(O)(=O)C>[CH3:1][C:2]1[C:10]([S:11]([CH3:12])=[O:17])=[C:9]([C:13]([F:14])([F:16])[F:15])[CH:8]=[CH:7][C:3]=1[C:4]([OH:6])=[O:5]. Procedure details: 1.00 g (4.00 mmol) of 2-methyl-3-(methylthio)-4-(trifluoromethyl)benzoic acid was introduced into 10 ml of glacial acetic acid. The mixture was heated to 50-60° C. At this temperature, 0.35 ml (35% strength, 4.00 mmol) of an aqueous hydrogen peroxide solution was added cautiously dropwise. The mixture was stirred at 60° C. for a number of hours until HPLC analysis no longer indicated any reactant. The reaction mixture was cooled and was worked up by washing with an aqueous 10% strength sodium hy...